From a dataset of the Open Reaction Database (ORD), a public repository of structured organic reaction records. describe an organic reaction: reactants, conditions, products, and yield Starting materials: CCOC(=O)COC1CCC(NC(=O)OC(C)(C)C)CC1, CO, [Li+], [OH-], O, O. Yields the product CC(C)(C)OC(=O)NC1CCC(OCC(=O)O)CC1. As a reaction SMILES: [CH2:1]([CH3:2])[O:3][C:4]([CH2:5][O:6][CH:7]1[CH2:8][CH2:9][CH:10]([NH:13][C:14](=[O:15])[O:16][C:17]([CH3:18])([CH3:19])[CH3:20])[CH2:11][CH2:12]1)=[O:21].[CH3:25][OH:26].[Li+:24].[OH-:23].[OH2:22].[OH2:27]>>[O:3]=[C:4]([CH2:5][O:6][CH:7]1[CH2:8][CH2:9][CH:10]([NH:13][C:14](=[O:15])[O:16][C:17]([CH3:18])([CH3:19])[CH3:20])[CH2:11][CH2:12]1)[OH:21]. Reactants: [H-].[Na+] (sodium hydride), Cl.ClCCCN(C)C (3-chloro-N,N-dimethylpropylamine hydrochloride), CS(=O)C (dimethylsulfoxide), CC=1NC(=C2C1C(CC2(C#N)C)(C)C)C (2,4,5,6-tetrahydro-1,3,4,6,6-pentamethylcyclopenta[c]pyrrole-4-carbonitrile). Run in O (water). Run at temperature 15 celsius, time 2 hour. Product: CN(CCCN1C(=C2C(=C1C)C(CC2(C)C)(C#N)C)C)C (2-[3-(di-methylamino)propyl]-2,4,5,6-tetrahydro-1,3,4,6,6-pentamethylcyclopenta[c]pyrrole-4-carbonitrile). Yield: 40.4%. RXN SMILES: [H-].[Na+].CS(C)=O.[CH3:7][C:8]1[NH:9][C:10]([CH3:21])=[C:11]2[C:15]([CH3:18])([C:16]#[N:17])[CH2:14][C:13]([CH3:20])([CH3:19])[C:12]=12.Cl.Cl[CH2:24][CH2:25][CH2:26][N:27]([CH3:29])[CH3:28]>O>[CH3:28][N:27]([CH3:29])[CH2:26][CH2:25][CH2:24][N:9]1[C:10]([CH3:21])=[C:11]2[C:15]([CH3:18])([C:16]#[N:17])[CH2:14][C:13]([CH3:20])([CH3:19])[C:12]2=[C:8]1[CH3:7] |f:0.1,4.5|. Reported procedure: To a solution prepared by heating 23.2 g. (0.55 mole) of a 67% mineral oil dispersion of sodium hydride in 200 ml. of anhydrous dimethylsulfoxide was added 50.5 g. (0.25 mole) of the 2,4,5,6-tetrahydro-1,3,4,6,6-pentamethylcyclopenta[c]pyrrole-4-carbonitrile described above in Example 3. The mixture was stirred under nitrogen for about two hours, cooled to 15° C., and treated with 39.5 g. (0.25 mole) of 3-chloro-N,N-dimethylpropylamine hydrochloride. When the foaming had subsided, the mixture wa...